Dataset: the Open Reaction Database (ORD), a public repository of structured organic reaction records. Task: describe an organic reaction: reactants, conditions, products, and yield Starting materials: CN(C)C=O, CCOC(C)=O, O=C(Cl)C(=O)Cl, CC(C)(C#N)c1cccc(C(=O)O)c1Cl, N#Cc1c(Oc2cccc(N)c2)ccc2nc(NC(=O)C3CC3)sc12, C1CCOC1. Product: CC(C)(C#N)c1cccc(C(=O)Nc2cccc(Oc3ccc4nc(NC(=O)C5CC5)sc4c3C#N)c2)c1Cl. Reaction SMILES: [CH3:22][N:23]([CH3:24])[CH:25]=[O:26].[CH3:57][CH2:58][O:59][C:60](=[O:61])[CH3:62].[Cl:16][C:17]([C:18]([Cl:19])=[O:20])=[O:21].[Cl:1][c:2]1[c:3]([C:4](=[O:5])[OH:6])[cH:7][cH:8][cH:9][c:10]1[C:11]([CH3:12])([CH3:13])[C:14]#[N:15].[NH2:27][c:28]1[cH:29][c:30]([O:31][c:32]2[c:33]([C:47]#[N:48])[c:34]3[c:35]([n:36][c:37]([NH:39][C:40](=[O:41])[CH:42]4[CH2:43][CH2:44]4)[s:38]3)[cH:45][cH:46]2)[cH:49][cH:50][cH:51]1.[O:52]1[CH2:53][CH2:54][CH2:55][CH2:56]1>>[Cl:1][c:2]1[c:3]([C:4](=[O:6])[NH:27][c:28]2[cH:29][c:30]([O:31][c:32]3[c:33]([C:47]#[N:48])[c:34]4[c:35]([n:36][c:37]([NH:39][C:40](=[O:41])[CH:42]5[CH2:43][CH2:44]5)[s:38]4)[cH:45][cH:46]3)[cH:49][cH:50][cH:51]2)[cH:7][cH:8][cH:9][c:10]1[C:11]([CH3:12])([CH3:13])[C:14]#[N:15]. Starting materials: CS(=O)(=O)OCc1cn(-c2cccnc2)c2ccccc12, CN(C)C=O, [H-], [Na+], CCOC(=O)c1ccc(O)cc1, O=S(=O)(O)O. RXN SMILES: [CH3:15][S:16]([O:17][CH2:20][c:21]1[cH:22][n:23](-[c:30]2[cH:31][n:32][cH:33][cH:34][cH:35]2)[c:24]2[cH:25][cH:26][cH:27][cH:28][c:29]12)(=[O:18])=[O:19].[CH3:41][N:42]([CH3:43])[CH:44]=[O:45].[H-:13].[Na+:14].[OH:1][c:2]1[cH:3][cH:4][c:5]([C:6](=[O:7])[O:8][CH2:9][CH3:10])[cH:11][cH:12]1.[S:36](=[O:37])(=[O:38])([OH:39])[OH:40]>>[O:1]([c:2]1[cH:3][cH:4][c:5]([C:6](=[O:7])[O:8][CH2:9][CH3:10])[cH:11][cH:12]1)[CH2:20][c:21]1[cH:22][n:23](-[c:30]2[cH:31][n:32][cH:33][cH:34][cH:35]2)[c:24]2[cH:25][cH:26][cH:27][cH:28][c:29]12. Yields the product CCOC(=O)c1ccc(OCc2cn(-c3cccnc3)c3ccccc23)cc1.